From a dataset of the Open Reaction Database (ORD), a public repository of structured organic reaction records. describe an organic reaction: reactants, conditions, products, and yield Starting materials: O[C@H](COC=1C=CC=C2C=C(COC12)C(=O)N1CCOCC1)CN1CCC(CC1)C1=CC2=CC=CC=C2C=C1 ((S)-4-(8-(2-hydroxy-3-(4-(naphthalen-2-yl)piperidino)propyloxy)-2H-chromen-3-ylcarbonyl)morpholine), [H-].[Al+3].[Li+].[H-].[H-].[H-] (lithium aluminum hydride), [Cl-].[Al+3].[Cl-].[Cl-] (aluminum chloride), C(\C=C/C(=O)O)(=O)O (maleic acid). As a reaction SMILES: [H-].[Al+3].[Li+].[H-].[H-].[H-].[Cl-].[Al+3].[Cl-].[Cl-].[OH:11][C@@H:12]([CH2:33][N:34]1[CH2:39][CH2:38][CH:37]([C:40]2[CH:49]=[CH:48][C:47]3[C:42](=[CH:43][CH:44]=[CH:45][CH:46]=3)[CH:41]=2)[CH2:36][CH2:35]1)[CH2:13][O:14][C:15]1[CH:16]=[CH:17][CH:18]=[C:19]2[C:24]=1[O:23][CH2:22][C:21]([C:25]([N:27]1[CH2:32][CH2:31][O:30][CH2:29][CH2:28]1)=O)=[CH:20]2.[C:50]([OH:57])(=[O:56])/[CH:51]=[CH:52]\[C:53]([OH:55])=[O:54]>C1COCC1.C(O)C>[C:50]([OH:57])(=[O:56])/[CH:51]=[CH:52]\[C:53]([OH:55])=[O:54].[OH:11][C@@H:12]([CH2:33][N:34]1[CH2:39][CH2:38][CH:37]([C:40]2[CH:49]=[CH:48][C:47]3[C:42](=[CH:43][CH:44]=[CH:45][CH:46]=3)[CH:41]=2)[CH2:36][CH2:35]1)[CH2:13][O:14][C:15]1[CH:16]=[CH:17][CH:18]=[C:19]2[C:24]=1[O:23][CH2:22][C:21]([CH2:25][N:27]1[CH2:28][CH2:29][O:30][CH2:31][CH2:32]1)=[CH:20]2 |f:0.1.2.3.4.5,6.7.8.9,14.15|. Conditions: time 1 hour. Yields the product C(\C=C/C(=O)O)(=O)O.O[C@H](COC=1C=CC=C2C=C(COC12)CN1CCOCC1)CN1CCC(CC1)C1=CC2=CC=CC=C2C=C1 ((S)-4-(8-(2-hydroxy-3-(4-(naphthalen-2-yl)piperidino)propyloxy)-2H-chromen-3-ylmethyl)morpholine maleate). Run in C1CCOC1 (THF), C1CCOC1 (THF), C(C)O (ethanol), C1CCOC1 (THF). Procedure details: To a suspension of lithium aluminum hydride (0.55 g) in THF was added aluminum chloride (0.63 g) and the mixture was stirred at room temperature for 1 hr. The reaction mixture was made to become 4° C. and a solution of (S)-4-(8-(2-hydroxy-3-(4-(naphthalen-2-yl)piperidino)propyloxy)-2H-chromen-3-ylcarbonyl)morpholine (2.5 g) in THF (50 ml) was added dropwise. The mixture was stirred for 30 min and hydrous THF was added. The mixture was further stirred for 30 min at room temperature and the precip... Starting materials: [OH-].[K+] (KOH), C(C1=CC=CC=C1)(C1=CC=CC=C1)=NO (benzophenone oxime), CS(=O)(=O)O[C@@H]1C(N(CC1)OC(C)(C)C)=C=O (N-tert-butoxy-carbonyl-3-(S)-pyrrolidinyl methanesulfonate), O (water). Solvent: CS(=O)C (DMSO), CS(=O)C (DMSO). Reaction conditions: time 30 minute. Product: N1C[C@@H](CC1)ON=C(C1=CC=CC=C1)C1=CC=CC=C1 (Benzophenone O-[(R)-3-pyrrolidinyl]oxime). Reaction SMILES: [OH-].[K+].[C:3](=[N:16][OH:17])([C:10]1[CH:15]=[CH:14][CH:13]=[CH:12][CH:11]=1)[C:4]1[CH:9]=[CH:8][CH:7]=[CH:6][CH:5]=1.CS(O[C@H:23]1[CH2:27][CH2:26][N:25](OC(C)(C)C)[C:24]1=C=O)(=O)=O.O>CS(C)=O>[NH:25]1[CH2:26][CH2:27][C@@H:23]([O:17][N:16]=[C:3]([C:10]2[CH:11]=[CH:12][CH:13]=[CH:14][CH:15]=2)[C:4]2[CH:9]=[CH:8][CH:7]=[CH:6][CH:5]=2)[CH2:24]1 |f:0.1|. Reported procedure: To a suspension of KOH powder (4.86 g) in DMSO (250 ml) under vigorous stirring, benzophenone oxime (7.86 g) was added. After stirring at RT for 30 min, a solution of N-tert-butoxy-carbonyl-3-(S)-pyrrolidinyl methanesulfonate (10.0 g) in DMSO (70 ml) was added. After 18 h at RT the reaction was poured into iced water (900 ml) and extracted with Et2O. The combined organic layers were washed with water, brine, dried and the solvent was evaporated. Benzophenone O-[(R)-3-pyrrolidinyl]oxime was obtai... Reactants: [B-](F)(F)(F)F.CN(C)C(=[N+](C)C)ON1C2=CC=CC=C2N=N1 (o-(benzotriazol-1-yl)-N,N,N′,N′-tetramethyluronium tetrafluoroborate), N1=CC=CC=C1 (pyridine), C(C(=O)O)(=O)O.FC1=CC=C(C=C1)C1CNCC1 (3-(4-fluorophenyl)pyrrolidine oxalate), FC(C1=CC=C(C=C1)C1=C(C=NO1)C(=O)O)(F)F (5-[4-(Trifluoromethyl)phenyl]isoxazole-4-carboxylic acid). The solvent is C(C)#N (acetonitrile). Run at temperature 60 celsius, time 2 hour. The product is FC1=CC=C(C=C1)C1CN(CC1)C(=O)C=1C=NOC1C1=CC=C(C=C1)C(F)(F)F (4-{[3-(4-Fluorophenyl)pyrrolidin-1-yl]carbonyl}-5-[4-(trifluoromethyl)phenyl] isoxazole). The yield is 16.5%. RXN SMILES: [F:1][C:2]([F:18])([F:17])[C:3]1[CH:8]=[CH:7][C:6]([C:9]2[O:13][N:12]=[CH:11][C:10]=2[C:14]([OH:16])=O)=[CH:5][CH:4]=1.[B-](F)(F)(F)F.CN(C(ON1N=NC2C1=CC=CC=2)=[N+](C)C)C.N1C=CC=CC=1.C(O)(=O)C(O)=O.[F:53][C:54]1[CH:59]=[CH:58][C:57]([CH:60]2[CH2:64][CH2:63][NH:62][CH2:61]2)=[CH:56][CH:55]=1>C(#N)C>[F:53][C:54]1[CH:55]=[CH:56][C:57]([CH:60]2[CH2:64][CH2:63][N:62]([C:14]([C:10]3[CH:11]=[N:12][O:13][C:9]=3[C:6]3[CH:5]=[CH:4][C:3]([C:2]([F:1])([F:18])[F:17])=[CH:8][CH:7]=3)=[O:16])[CH2:61]2)=[CH:58][CH:59]=1 |f:1.2,4.5|. Procedure: 5-[4-(Trifluoromethyl)phenyl]isoxazole-4-carboxylic acid (30 mg, 0.12 mmol) was dissolved in acetonitrile (1.5 mL) followed by the addition of o-(benzotriazol-1-yl)-N,N,N′,N′-tetramethyluronium tetrafluoroborate (TBTU) (52 mg, 0.16 mmol), pyridine (60 μL, 0.72 mmol) and 3-(4-fluorophenyl)pyrrolidine oxalate (36 mg, 0.14 mmol), and stirred at 60° C. for 2 h. The residue was purified on reversed phase HPLC to yield the title compound (8 mg). HRMS (ESI, pos. ion) m/z calcd for C21H16F4N2O2: 404.114... The reactants are NC=1SC=C(N1)C (2-amino-4-methylthiazole), C[Al](C)C (trimethylaluminium), S(=O)(=O)([O-])[O-].[Mg+2] (Magnesium sulfate), COC(C1=CC(=NC=C1)C#CC=1C(=NOC1C)C1=CC=CC=C1)=O (2-(5-methyl-3-phenyl-isoxazol-4-ylethynyl)-isonicotinic acid methyl ester). Solvent: O1CCOCC1 (dioxane), O (Water). Reaction conditions: temperature 110 celsius, time 10 minute. The product is CC1=C(C(=NO1)C1=CC=CC=C1)C#CC=1C=C(C(=O)NC=2SC=C(N2)C)C=CN1 (2-(5-Methyl-3-phenyl-isoxazol-4-ylethynyl)-N-(4-methyl-thiazol-2-yl)-isonicotinamide). Isolated yield 92.2%. As a reaction SMILES: [NH2:1][C:2]1[S:3][CH:4]=[C:5]([CH3:7])[N:6]=1.C[Al](C)C.C[O:13][C:14](=O)[C:15]1[CH:20]=[CH:19][N:18]=[C:17]([C:21]#[C:22][C:23]2[C:24]([C:29]3[CH:34]=[CH:33][CH:32]=[CH:31][CH:30]=3)=[N:25][O:26][C:27]=2[CH3:28])[CH:16]=1.S([O-])([O-])(=O)=O.[Mg+2]>O1CCOCC1.O>[CH3:28][C:27]1[O:26][N:25]=[C:24]([C:29]2[CH:34]=[CH:33][CH:32]=[CH:31][CH:30]=2)[C:23]=1[C:22]#[C:21][C:17]1[CH:16]=[C:15]([CH:20]=[CH:19][N:18]=1)[C:14]([NH:1][C:2]1[S:3][CH:4]=[C:5]([CH3:7])[N:6]=1)=[O:13] |f:3.4|. Reported procedure: To a solution of 2-amino-4-methylthiazole (57 mg, 0.50 mmol) in dioxane (1.2 mL) was added trimethylaluminium (2 M in heptane, 251 μl, 0.50 mmol). The resulting red-brown solution was stirred for 1 h at ambient temperature before 2-(5-methyl-3-phenyl-isoxazol-4-ylethynyl)-isonicotinic acid methyl ester (40 mg, 0.13 mmol) was added. The reaction mixture was heated for 2.25 h at 110° C. before cooling to ambient temperature. Water (29 μL) was added and the mixture was stirred for 10 min at ambient... Reaction SMILES: [CH2:21]([N:22]([CH2:23][CH3:48])[C:24](=[O:25])[c:26]1[c:27](-[c:36]2[c:37]([O:46][CH3:47])[cH:38][c:39]([O:42][CH2:43][CH2:44][CH3:45])[cH:40][cH:41]2)[c:28]([O:32][CH:33]([CH3:34])[CH3:35])[cH:29][cH:30][cH:31]1)[CH3:49].[CH2:50]1[O:51][CH2:52][CH2:53][CH2:54]1.[CH2:9]([Li:10])[CH2:11][CH2:12][CH3:13].[CH3:2][CH:3]([N-:4][CH:5]([CH3:6])[CH3:7])[CH3:8].[CH:14]([NH:15][CH:16]([CH3:17])[CH3:18])([CH3:19])[CH3:20].[Li+:1]>>[C:24]1(=[O:25])[c:26]2[c:27]([c:28]([O:32][CH:33]([CH3:34])[CH3:35])[cH:29][cH:30][cH:31]2)-[c:36]2[c:37]([O:46][CH3:47])[cH:38][c:39]([O:42][CH2:43][CH2:44][CH3:45])[cH:40][c:41]21. Product: CCCOc1cc(OC)c2c(c1)C(=O)c1cccc(OC(C)C)c1-2. Starting materials: CCCOc1ccc(-c2c(OC(C)C)cccc2C(=O)N(CC)CC)c(OC)c1, C1CCOC1, [Li]CCCC, CC(C)[N-]C(C)C, CC(C)NC(C)C, [Li+]. The reactants are BrCBr, [Li]CCCC, CCCCCC, COC(C)(C)C, CC(C)[N-]C(C)C, CC(C)NC(C)C, Cl, [Li+], COC(=O)C1CCOCC1. Yields the product O=C(C(Br)Br)C1CCOCC1. As a reaction SMILES: [Br:27][CH2:28][Br:29].[CH2:16]([Li:17])[CH2:18][CH2:19][CH3:20].[CH3:21][CH2:22][CH2:23][CH2:24][CH2:25][CH3:26].[CH3:41][O:42][C:43]([CH3:44])([CH3:45])[CH3:46].[CH:1]([N-:2][CH:3]([CH3:4])[CH3:5])([CH3:6])[CH3:7].[CH:9]([NH:10][CH:11]([CH3:12])[CH3:13])([CH3:14])[CH3:15].[ClH:40].[Li+:8].[O:30]1[CH2:31][CH2:32][CH:33]([C:36](=[O:37])[O:38][CH3:39])[CH2:34][CH2:35]1>>[Br:27][CH:28]([Br:29])[C:36]([CH:33]1[CH2:32][CH2:31][O:30][CH2:35][CH2:34]1)=[O:37]. Reactants: C1(=CC=CC=C1)S(=O)(=O)N(CC(=O)NC1=CC=CC=C1)CC(O)C1=CC(=CC=C1)Br (2-{benzenesulfonyl-[2-(3-bromo-phenyl)-2-hydroxy-ethyl]-amino}-N-phenyl-acetamide), C1(=CC=CC=C1)P(C1=CC=CC=C1)C1=CC=CC=C1 (triphenylphosphine), CCOC(=O)/N=N/C(=O)OCC (diethylazodicarboxylate). Run in C(C)OC(C)=O (ethylacetate), C(C)OC(C)=O (ethylacetate). Reaction conditions: time 3 hour. Yields the product C1(=CC=CC=C1)S(=O)(=O)N1CC(N(C(C1)C1=CC(=CC=C1)Br)C1=CC=CC=C1)=O (4-benzenesulfonyl-6-(3-bromo-phenyl)-1-phenyl-piperazin-2-one). Yield: 89.4%. RXN SMILES: [C:1]1([S:7]([N:10]([CH2:21][CH:22]([C:24]2[CH:29]=[CH:28][CH:27]=[C:26]([Br:30])[CH:25]=2)O)[CH2:11][C:12]([NH:14][C:15]2[CH:20]=[CH:19][CH:18]=[CH:17][CH:16]=2)=[O:13])(=[O:9])=[O:8])[CH:6]=[CH:5][CH:4]=[CH:3][CH:2]=1.C1(P(C2C=CC=CC=2)C2C=CC=CC=2)C=CC=CC=1.CCOC(/N=N/C(OCC)=O)=O>C(OC(=O)C)C>[C:1]1([S:7]([N:10]2[CH2:21][CH:22]([C:24]3[CH:29]=[CH:28][CH:27]=[C:26]([Br:30])[CH:25]=3)[N:14]([C:15]3[CH:20]=[CH:19][CH:18]=[CH:17][CH:16]=3)[C:12](=[O:13])[CH2:11]2)(=[O:9])=[O:8])[CH:6]=[CH:5][CH:4]=[CH:3][CH:2]=1. Procedure details: At 0° C. to a solution of 2-{benzenesulfonyl-[2-(3-bromo-phenyl)-2-hydroxy-ethyl]-amino}-N-phenyl-acetamide (1.15 g) and triphenylphosphine (678 mg) in ethylacetate (10 mL) was added a solution of diethylazodicarboxylate (0.4 mL) in ethylacetate (5 mL) dropwise. After 15 min. the cooling bath was removed and the mixture was stirred at RT for 3 h. Additional amounts of triphenylphosphine (31 mg) and diethylazodicarboxylate (0.18 mL) were added, and stirring was continued for 1 h. The mixture was ... Starting materials: ClC=1N=C(NC1CC)C(=O)O (4-chloro-5-ethyl-1H-imidazole-2-carboxylic acid), S(=O)(Cl)Cl (thionyl chloride), NC1=CC2=C(N(CCO2)CC=2C=C(C(=O)OC)C=CC2)C=C1 (Methyl 3-[(7-amino-2,3-dihydro-4H-1,4-benzoxazin-4-yl)methyl]benzoate). Run in N1=CC=CC=C1 (pyridine). Yields the product ClC=1N=C(NC1CC)C(=O)NC1=CC2=C(N(CCO2)CC=2C=C(C(=O)OC)C=CC2)C=C1 (Methyl 3-[(7-{[(4-chloro-5-ethyl-1H-imidazol-2-yl)carbonyl]amino}-2,3-dihydro-4H-1,4-benzoxazin-4-yl)methyl]benzoate). Yield: 65.7%. Reaction SMILES: [Cl:1][C:2]1[N:3]=[C:4]([C:9]([OH:11])=O)[NH:5][C:6]=1[CH2:7][CH3:8].S(Cl)(Cl)=O.[NH2:16][C:17]1[CH:37]=[CH:36][C:20]2[N:21]([CH2:25][C:26]3[CH:27]=[C:28]([CH:33]=[CH:34][CH:35]=3)[C:29]([O:31][CH3:32])=[O:30])[CH2:22][CH2:23][O:24][C:19]=2[CH:18]=1>N1C=CC=CC=1>[Cl:1][C:2]1[N:3]=[C:4]([C:9]([NH:16][C:17]2[CH:37]=[CH:36][C:20]3[N:21]([CH2:25][C:26]4[CH:27]=[C:28]([CH:33]=[CH:34][CH:35]=4)[C:29]([O:31][CH3:32])=[O:30])[CH2:22][CH2:23][O:24][C:19]=3[CH:18]=2)=[O:11])[NH:5][C:6]=1[CH2:7][CH3:8]. Procedure details: The same operation as in Example (91c) was performed using 4-chloro-5-ethyl-1H-imidazole-2-carboxylic acid (0.21 g, 1.2 mmol), thionyl chloride (4 mL), methyl 3-[(7-amino-2,3-dihydro-4H-1,4-benzoxazin-4-yl)methyl]benzoate obtained in Example (100b) (0.28 g, 0.97 mmol) and pyridine (5 mL). The resulting solid was washed with dichloromethane/hexane=1/1 to obtain 0.29 g of the title compound as a colorless solid (66%). Starting materials: example 5 ( 20 ), NCC(C(=O)OCC)C1(OCCO1)C (ethyl 3-amino-2-(2-methyl-[1,3]dioxolan-2-yl)propionate), FC1=C2C(C(=O)OC2=O)=CC=C1 (3-fluorophthalic anhydride). Product: FC1=C2C(N(C(C2=CC=C1)=O)CC(C(=O)OCC)C1(OCCO1)C)=O (Ethyl 3-(4-fluoro-1,3-dioxo-1,3-dihydro-isoindol-2-yl)-2-(2-methyl-[1,3]dioxolan-2-yl)propionate). As a reaction SMILES: [NH2:1][CH2:2][CH:3]([C:9]1([CH3:14])[O:13][CH2:12][CH2:11][O:10]1)[C:4]([O:6][CH2:7][CH3:8])=[O:5].[F:15][C:16]1[CH:26]=[CH:25][CH:24]=[C:18]2[C:19]([O:21][C:22](=O)[C:17]=12)=[O:20]>>[F:15][C:16]1[CH:26]=[CH:25][CH:24]=[C:18]2[C:17]=1[C:22](=[O:21])[N:1]([CH2:2][CH:3]([C:9]1([CH3:14])[O:10][CH2:11][CH2:12][O:13]1)[C:4]([O:6][CH2:7][CH3:8])=[O:5])[C:19]2=[O:20]. Procedure details: Ethyl 3-(4-fluoro-1,3-dioxo-1,3-dihydro-isoindol-2-yl)-2-(2-methyl-[1,3]dioxolan-2-yl)propionate was prepared (0.25 g, 28%) in the same manner as described in the above example 5 (20) from ethyl 3-amino-2-(2-methyl-[1,3]dioxolan-2-yl)propionate (0.50 g, 2.64 mmol) and 3-fluorophthalic anhydride (0.57 g, 3.43 mmol), and the obtained product was identified with the following NMR data.